Task: describe an organic reaction: reactants, conditions, products, and yield. Dataset: the Open Reaction Database (ORD), a public repository of structured organic reaction records Starting materials: C(C)(=O)N1CC2=CC=CC(=C2CC1)NS(=O)(=O)C1=CC=CC=C1 (2-acetyl-5-phenylsulphonamido-1,2,3,4-tetrahydroisoquinoline), Cl (hydrochloric acid). Run in C(CCC)O (n-butanol). Product: Cl.C1(=CC=CC=C1)S(=O)(=O)NC1=C2CCNCC2=CC=C1 (5-phenylsulphonamido-1,2,3,4-tetrahydroisoquinoline hydrochloride). As a reaction SMILES: C([N:4]1[CH2:13][CH2:12][C:11]2[C:6](=[CH:7][CH:8]=[CH:9][C:10]=2[NH:14][S:15]([C:18]2[CH:23]=[CH:22][CH:21]=[CH:20][CH:19]=2)(=[O:17])=[O:16])[CH2:5]1)(=O)C.[ClH:24]>C(O)CCC>[ClH:24].[C:18]1([S:15]([NH:14][C:10]2[CH:9]=[CH:8][CH:7]=[C:6]3[C:11]=2[CH2:12][CH2:13][NH:4][CH2:5]3)(=[O:17])=[O:16])[CH:19]=[CH:20][CH:21]=[CH:22][CH:23]=1 |f:3.4|. Procedure details: A stirred mixture of 2-acetyl-5-phenylsulphonamido-1,2,3,4-tetrahydroisoquinoline (9.4 g), hydrochloric acid (140 ml, 3.0M) and n-butanol (14 ml) was heated under reflux for 6 hours. The solvents were evaporated under reduced pressure and the residue was recrystallised from ethanol to give 5-phenylsulphonamido-1,2,3,4-tetrahydroisoquinoline hydrochloride as a white solid (7.8 g) m.p. 209°-21° C. Reactants: ClC1=C(C(=C(C=C1)[C@H](CC)NC(=O)C1CN(CCC1)C(=O)OC(C)(C)C)F)C(=O)C=1C=NC=CC1 (tert-butyl 3-{[(1S)-1-{4-chloro-2-fluoro-3-[(pyridin-3-yl)carbonyl]phenyl}-propyl]carbamoyl}piperidine-1-carboxylate), Cl (HCl), O1CCOCC1 (dioxane). The solvent is C(Cl)Cl (DCM). Reaction conditions: time 18 hour. The product is ClC1=C(C(=C(C=C1)[C@H](CC)NC(=O)C1CNCCC1)F)C(=O)C=1C=NC=CC1 (N-[(1S)-1-{4-chloro-2-fluoro-3-[(pyridin-3-yl)carbonyl]phenyl}propyl]piperidine-3-carboxamide). Isolated yield 45.0%. RXN SMILES: [Cl:1][C:2]1[CH:7]=[CH:6][C:5]([C@@H:8]([NH:11][C:12]([CH:14]2[CH2:19][CH2:18][CH2:17][N:16](C(OC(C)(C)C)=O)[CH2:15]2)=[O:13])[CH2:9][CH3:10])=[C:4]([F:27])[C:3]=1[C:28]([C:30]1[CH:31]=[N:32][CH:33]=[CH:34][CH:35]=1)=[O:29].Cl.O1CCOCC1>C(Cl)Cl>[Cl:1][C:2]1[CH:7]=[CH:6][C:5]([C@@H:8]([NH:11][C:12]([CH:14]2[CH2:19][CH2:18][CH2:17][NH:16][CH2:15]2)=[O:13])[CH2:9][CH3:10])=[C:4]([F:27])[C:3]=1[C:28]([C:30]1[CH:31]=[N:32][CH:33]=[CH:34][CH:35]=1)=[O:29]. Reported procedure: To a solution of tert-butyl 3-{[(1S)-1-{4-chloro-2-fluoro-3-[(pyridin-3-yl)carbonyl]phenyl}-propyl]carbamoyl}piperidine-1-carboxylate (220 mg, 0.44 mmol) in DCM (3 mL) was added 4M HCl in dioxane (0.44 mL, 1.75 mmol, 4 eq) and the reaction stirred for 18 h. The mixture was concentrated and then triturated with diethyl ether (˜5 mL) and the pale green solid filtered off and dried in a vacuum oven to give N-[(1S)-1-{4-chloro-2-fluoro-3-[(pyridin-3-yl)carbonyl]phenyl}propyl]piperidine-3-carboxamide... Starting materials: C(C)(C)(C)OC(=O)N1CCN(CC1)C1=NC=2N(C(N(C(C2N1C1=C(C=CC=C1)Cl)=O)C)=O)CC(=O)OC (4-[7-(2-Chlorophenyl)-3-methoxycarbonylmethyl-1-methyl-2,6-dioxo-2,3,6,7-tetrahydro-1H-purin-8-yl]piperazine-1-carboxylic acid tert-butyl ester), FC(C(=O)O)(F)F (trifluoroacetic acid). Yields the product FC(C(=O)O)(F)F.COC(CN1C(N(C(C=2N(C(=NC12)N1CCNCC1)C1=C(C=CC=C1)Cl)=O)C)=O)=O ([7-(2-Chlorophenyl)-1-methyl-2,6-dioxo-8-(piperazin-1-yl)-1,2,6,7-tetrahydropurin-3-yl]acetic acid methyl ester trifluoroacetate). As a reaction SMILES: C(OC([N:8]1[CH2:13][CH2:12][N:11]([C:14]2[N:22]([C:23]3[CH:28]=[CH:27][CH:26]=[CH:25][C:24]=3[Cl:29])[C:21]3[C:20](=[O:30])[N:19]([CH3:31])[C:18](=[O:32])[N:17]([CH2:33][C:34]([O:36][CH3:37])=[O:35])[C:16]=3[N:15]=2)[CH2:10][CH2:9]1)=O)(C)(C)C.[F:38][C:39]([F:44])([F:43])[C:40]([OH:42])=[O:41]>>[F:38][C:39]([F:44])([F:43])[C:40]([OH:42])=[O:41].[CH3:37][O:36][C:34](=[O:35])[CH2:33][N:17]1[C:16]2[N:15]=[C:14]([N:11]3[CH2:10][CH2:9][NH:8][CH2:13][CH2:12]3)[N:22]([C:23]3[CH:28]=[CH:27][CH:26]=[CH:25][C:24]=3[Cl:29])[C:21]=2[C:20](=[O:30])[N:19]([CH3:31])[C:18]1=[O:32] |f:2.3|. Reported procedure: 4-[7-(2-Chlorophenyl)-3-methoxycarbonylmethyl-1-methyl-2,6-dioxo-2,3,6,7-tetrahydro-1H-purin-8-yl]piperazine-1-carboxylic acid tert-butyl ester (26 mg) was dissolved in trifluoroacetic acid, and concentrated. The residue was purified by reversed phase high performance liquid chromatography to give 8.09 mg of the title compound. The reactants are COC(C1=CC=C(C=C1)CNCC1=NOC(=N1)C(F)(C1CC2=C(NC=3C=CC(=CC23)Cl)C1)S(=O)(=O)C1=CC=CC=C1)=O ((RS,SR)-4-[({5-[-benzenesulfonyl-(-7-chloro-1,2,3,4-tetrahydro-cyclopenta[b]indol-2-yl)-fluoro-methyl]-[1,2,4]oxadiazol-3-ylmethyl}-amino)-methyl]-benzoic acid methyl ester), [H-].[Al+3].[Li+].[H-].[H-].[H-] (lithium aluminum hydride). The solvent is C1CCOC1 (THF). Reaction conditions: temperature 0 celsius, time 1 hour. Product: C1(=CC=CC=C1)S(=O)(=O)C(C1=NC(=NO1)CNCC1=CC=C(C=C1)CO)(F)C1CC2=C(NC=3C=CC(=CC23)Cl)C1 ((RS,SR)-{4-[({5-[benzenesulfonyl-(7-chloro-1,2,3,4-tetrahydro-cyclopenta[b]indol-2-yl)-fluoro-methyl]-[1,2,4]oxadiazol-3-ylmethyl}-amino)-methyl]-phenyl}-methanol). As a reaction SMILES: C[O:2][C:3](=O)[C:4]1[CH:9]=[CH:8][C:7]([CH2:10][NH:11][CH2:12][C:13]2[N:17]=[C:16]([C:18]([S:33]([C:36]3[CH:41]=[CH:40][CH:39]=[CH:38][CH:37]=3)(=[O:35])=[O:34])([CH:20]3[CH2:32][C:23]4[NH:24][C:25]5[CH:26]=[CH:27][C:28]([Cl:31])=[CH:29][C:30]=5[C:22]=4[CH2:21]3)[F:19])[O:15][N:14]=2)=[CH:6][CH:5]=1.[H-].[Al+3].[Li+].[H-].[H-].[H-]>C1COCC1>[C:36]1([S:33]([C:18]([CH:20]2[CH2:32][C:23]3[NH:24][C:25]4[CH:26]=[CH:27][C:28]([Cl:31])=[CH:29][C:30]=4[C:22]=3[CH2:21]2)([F:19])[C:16]2[O:15][N:14]=[C:13]([CH2:12][NH:11][CH2:10][C:7]3[CH:6]=[CH:5][C:4]([CH2:3][OH:2])=[CH:9][CH:8]=3)[N:17]=2)(=[O:35])=[O:34])[CH:41]=[CH:40][CH:39]=[CH:38][CH:37]=1 |f:1.2.3.4.5.6|. Procedure: To a stirred solution of 27 mg (0.04 mmol) of (RS,SR)-4-[({5-[-benzenesulfonyl-(-7-chloro-1,2,3,4-tetrahydro-cyclopenta[b]indol-2-yl)-fluoro-methyl]-[1,2,4]oxadiazol-3-ylmethyl}-amino)-methyl]-benzoic acid methyl ester (example 129.3) in 2 mL THF at 0° C., 40 μl (0.04 mmol, 1 eq) lithium aluminum hydride (1M solution in THF) were added. The reaction mixture was stirred at 0° C. for 1 hour and then at RT for 30 minutes. The reaction was quenched with a saturated NaHCO3 aqueous solution, and the c...